The task is: describe an organic reaction: reactants, conditions, products, and yield. This data is from the Open Reaction Database (ORD), a public repository of structured organic reaction records. Reactants: ClS(=O)(=O)N=C=O (chlorosulfonyl isocyanate), FC(C1(CC1)O[Si](C(C)C)(C(C)C)C(C)C)F ((1-difluoromethyl-cyclopropoxy)-triisopropyl-silane), [Na+].[Cl-] (NaCl), CCCC[N+](CCCC)(CCCC)CCCC.[F-] (TBAF). Run in CN1CCCC1=O (NMP), C(=O)O (Formic acid), C(=O)O (formic acid). Reaction conditions: temperature 0 celsius, time 2 hour. Yields the product FC(C1(CC1)OS(N)(=O)=O)F (sulfamic acid 1-difluoromethyl-cyclopropyl ester). Yield: 0.0%. Reaction SMILES: Cl[S:2]([N:5]=C=O)(=[O:4])=[O:3].[F:8][CH:9]([F:24])[C:10]1([O:13][Si](C(C)C)(C(C)C)C(C)C)[CH2:12][CH2:11]1.CCCC[N+](CCCC)(CCCC)CCCC.[F-].[Na+].[Cl-]>CN1C(=O)CCC1.C(O)=O>[F:8][CH:9]([F:24])[C:10]1([O:13][S:2](=[O:3])(=[O:4])[NH2:5])[CH2:12][CH2:11]1 |f:2.3,4.5|. Reported procedure: A three-neck round bottom flask equipped with a reflux condenser was charged with chlorosulfonyl isocyanate (2.6 ml, 29.9 mol) and cooled to 0° C. Formic acid (1.13 mL, 29.9 mol) was added dropwise with rapid stirring and with rapid gas evolution observed. Upon complete addition of formic acid, the reaction was allowed to warm to room temperature. After 2 h, the reaction vessel was cooled to 0° C. and (1-difluoromethyl-cyclopropoxy)-triisopropyl-silane (500 mg, 1.89 mol) dissolved in NMP (5 mL) ...